From a dataset of the Open Reaction Database (ORD), a public repository of structured organic reaction records. describe an organic reaction: reactants, conditions, products, and yield The reactants are [N+](=O)([O-])[O-].[Tl+] (thallium (I) nitrate), C(C)C=1C=CC=C2C(=CNC12)CC(CC1=CC=CC=C1)=O (1-(7-ethyl-1H-indol-3-yl)-3-phenylpropanone), COC(OC)OC (trimethylorthoformate), O.O.O.[N+](=O)([O-])[O-].[Tl+3].[N+](=O)([O-])[O-].[N+](=O)([O-])[O-] (thallium (III) nitrate trihydrate). Solvent: CCOCC (ether), CO (methanol). Product: COC(C(C1=CNC2=C(C=CC=C12)CC)CC1=CC=CC=C1)=O (7-Ethyl-α-(phenylmethyl)-1H-indole-3-acetic Acid Methyl Ester). RXN SMILES: [CH2:1]([C:3]1[CH:4]=[CH:5][CH:6]=[C:7]2[C:11]=1[NH:10][CH:9]=[C:8]2[CH2:12][C:13](=O)[CH2:14][C:15]1[CH:20]=[CH:19][CH:18]=[CH:17]C=1)[CH3:2].[CH3:22][O:23][CH:24](OC)[O:25]C.O.O.O.[N+]([O-])([O-])=O.[Tl+3].[N+]([O-])([O-])=O.[N+]([O-])([O-])=O.[N+]([O-])([O-])=O.[Tl+]>CCOCC.CO>[CH3:22][O:23][C:24](=[O:25])[CH:12]([CH2:13][C:14]1[CH:15]=[CH:20][CH:19]=[CH:18][CH:17]=1)[C:8]1[C:7]2[C:11](=[C:3]([CH2:1][CH3:2])[CH:4]=[CH:5][CH:6]=2)[NH:10][CH:9]=1 |f:2.3.4.5.6.7.8,9.10|. Procedure: According to the procedure of E. C. Taylor et al, J. Amer. Chem. Soc., 98, 3037 (1976), a solution of 1-(7-ethyl-1H-indol-3-yl)-3-phenylpropanone (2.77 g, 10 mmol) in a 1:1 mixture of methanol and trimethylorthoformate (25 mL) was added to thallium (III) nitrate trihydrate (4.88 g, 11 mmol), and the mixture was heated under reflux until precipitation of thallium (I) nitrate was complete (about 3 hours). The dark brown mixture was diluted with 25 mL of ether, and the thallium (I) nitrate was remo... The yield is 11.8%. Reactants: C(C)OC(CC=1C2=C(SC1)C=C(C=C2)B2OC(C(O2)(C)C)(C)C)=O ([6-(4,4,5,5-tetramethyl-[1,3,2]dioxaborolan-2-yl)-benzo[b]thiophen-3-yl]-acetic acid ethyl ester), BrC1=C(C=C(OCC2=C(C=NN2C2=C(C=CC=C2Cl)Cl)C(C)C)C=C1)C (5-(4-bromo-3-methyl-phenoxymethyl)-1-(2,6-dichloro-phenyl)-4-isopropyl-1H-pyrazole), C1(CCCCC1)P(C1(C(=C(C=CC1)OC)C1=CC=CC=C1)OC)C1CCCCC1 (2-dicyclohexylphosphino-2,6-dimethoxy-1,1′-biphenyl), P(=O)([O-])([O-])[O-].[K+].[K+].[K+] (potassium phosphate), N-hydrate, N#N (N2). Reagents/catalysts: CC(=O)[O-].CC(=O)[O-].[Pd+2] (Pd(OAc)2). Reported procedure: A solution of [6-(4,4,5,5-tetramethyl-[1,3,2]dioxaborolan-2-yl)-benzo[b]thiophen-3-yl]-acetic acid ethyl ester (267 mg, 0.770 mmol) and 5-(4-bromo-3-methyl-phenoxymethyl)-1-(2,6-dichloro-phenyl)-4-isopropyl-1H-pyrazole (280 mg, 0.616 mmol) in toluene (10 mL) is evacuated and refilled with N2 three times. Pd(OAc)2 (5.5 mg, 0.024 mmol), 2-dicyclohexylphosphino-2,6-dimethoxy-1,1′-biphenyl (20 mg, 0.049 mmol), and potassium phosphate, tribasic, N-hydrate (262 mg, 1.23 mmol) are added. The mixture is... Solvent: C1(=CC=CC=C1)C (toluene). Yields the product C(C)OC(CC=1C2=C(SC1)C=C(C=C2)C2=C(C=C(C=C2)OCC=2N(N=CC2C(C)C)C2=C(C=CC=C2Cl)Cl)C)=O ((6-{4-[2-(2,6-dichloro-phenyl)-4-isopropyl-2H-pyrazol-3-ylmethoxy]-2-methyl-phenyl}-benzo[b]thiophen-3-yl)-acetic acid ethyl ester). Conditions: temperature 100 celsius, time 15 hour. Reaction SMILES: [CH2:1]([O:3][C:4](=[O:24])[CH2:5][C:6]1[C:7]2[CH:14]=[CH:13][C:12](B3OC(C)(C)C(C)(C)O3)=[CH:11][C:8]=2[S:9][CH:10]=1)[CH3:2].Br[C:26]1[CH:49]=[CH:48][C:29]([O:30][CH2:31][C:32]2[N:36]([C:37]3[C:42]([Cl:43])=[CH:41][CH:40]=[CH:39][C:38]=3[Cl:44])[N:35]=[CH:34][C:33]=2[CH:45]([CH3:47])[CH3:46])=[CH:28][C:27]=1[CH3:50].N#N.C1(P(C2CCCCC2)C2(OC)CC=CC(OC)=C2C2C=CC=CC=2)CCCCC1.P([O-])([O-])([O-])=O.[K+].[K+].[K+]>C1(C)C=CC=CC=1.CC([O-])=O.CC([O-])=O.[Pd+2]>[CH2:1]([O:3][C:4](=[O:24])[CH2:5][C:6]1[C:7]2[CH:14]=[CH:13][C:12]([C:26]3[CH:49]=[CH:48][C:29]([O:30][CH2:31][C:32]4[N:36]([C:37]5[C:42]([Cl:43])=[CH:41][CH:40]=[CH:39][C:38]=5[Cl:44])[N:35]=[CH:34][C:33]=4[CH:45]([CH3:46])[CH3:47])=[CH:28][C:27]=3[CH3:50])=[CH:11][C:8]=2[S:9][CH:10]=1)[CH3:2] |f:4.5.6.7,9.10.11|. Solvent: Cl (HCl). Reaction conditions: time 40 minute. The reactants are N([C@@H](CC1=CC=CC=C1)C(=O)N[C@@H](CCSC)C(=O)OC)C(=O)OC(C)(C)C (Boc-Phe-Met-OMe), C(Cl)Cl (methylene chloride). Procedure details: 11.83 g of Boc-Phe-Met-OMe (see Biochemistry, 8, 4183 (1969), incorporated herein) is dissolved in 100 ml methylene chloride after which HCl is passed into the solution for about 40 minutes. After evaporation of the solution to dryness, 75 ml ethyl acetate is added, resulting in a precipitate. The solid substance is separated by filtration, washed with petroleum ether, and dried. Melting point 123°-124° C. Rf in To:EtOH (8:2)=0.43 on SiO2. Product: N[C@@H](CC1=CC=CC=C1)C(=O)N[C@@H](CCSC)C(=O)OC.Cl (H-Phe-Met-OMe.HCl). RXN SMILES: [NH:1](C(OC(C)(C)C)=O)[C@H:2]([C:10]([NH:12][C@H:13]([C:18]([O:20][CH3:21])=[O:19])[CH2:14][CH2:15][S:16][CH3:17])=[O:11])[CH2:3][C:4]1[CH:9]=[CH:8][CH:7]=[CH:6][CH:5]=1.C(Cl)[Cl:30]>Cl>[NH2:1][C@H:2]([C:10]([NH:12][C@H:13]([C:18]([O:20][CH3:21])=[O:19])[CH2:14][CH2:15][S:16][CH3:17])=[O:11])[CH2:3][C:4]1[CH:9]=[CH:8][CH:7]=[CH:6][CH:5]=1.[ClH:30] |f:3.4|. Reactants: CC(C)(C)C(=C)C=1C=C(C(=O)OC)C=CC1OC1OCCCC1 (Methyl 3-(1-(1,1-dimethylethyl)ethenyl)-4-(tetrahydro-2H-pyran-2-yloxy)benzoate), CO (MeOH), CC1=CC=C(C=C1)S(=O)(=O)[O-].C1=CC=[NH+]C=C1 (PPTS). Run at temperature 60 celsius, time 19 hour. Product: CC(C)(C)C(=C)C=1C=C(C(=O)OC)C=CC1O (Methyl 3-(1-(1,1-dimethylethyl)ethenyl)-4-hydroxybenzoate). The yield is 81.6%. As a reaction SMILES: [CH3:1][C:2]([C:5]([C:7]1[CH:8]=[C:9]([CH:14]=[CH:15][C:16]=1[O:17]C1CCCCO1)[C:10]([O:12][CH3:13])=[O:11])=[CH2:6])([CH3:4])[CH3:3].CO.CC1C=CC(S([O-])(=O)=O)=CC=1.C1C=C[NH+]=CC=1>>[CH3:4][C:2]([C:5]([C:7]1[CH:8]=[C:9]([CH:14]=[CH:15][C:16]=1[OH:17])[C:10]([O:12][CH3:13])=[O:11])=[CH2:6])([CH3:1])[CH3:3] |f:2.3|. Reported procedure: To a stirred solution of 66.18C (2.500 g, 7.85 mmol) in MeOH (10.00 mL, 7.85 mmol) at 23° C. was added PPTS (0.197 g, 0.785 mmol). The reaction was heated to 60° C. and stirred for 19 hours. The reaction was then concentrated in vacuo to give a clear oil. The product was then purified on silica gel (0-20% EtOAc in hexanes) to yield 66.18D as a colorless oil (1.50 g, 81.5% yield). Starting materials: C(C1=CC=CC=C1)OC(=O)NCC(OC)=N (methyl 2-(((benzyloxy)carbonyl)amino)acetimidate), C(C1=CC=CC=C1)OC1=CC=C(C(=O)NN)C=C1 (4-(benzyloxy)benzohydrazide). The solvent is CO (methanol). The product is C(C1=CC=CC=C1)OC1=CC=C(C=C1)C1=NN=C(O1)CNC(OCC1=CC=CC=C1)=O (benzyl ((5-(4-(benzyloxy)phenyl)-1,3,4-oxadiazol-2-yl)methyl)carbamate). As a reaction SMILES: [CH2:1]([O:8][C:9]([NH:11][CH2:12][C:13](=N)OC)=[O:10])[C:2]1[CH:7]=[CH:6][CH:5]=[CH:4][CH:3]=1.[CH2:17]([O:24][C:25]1[CH:34]=[CH:33][C:28]([C:29]([NH:31][NH2:32])=[O:30])=[CH:27][CH:26]=1)[C:18]1[CH:23]=[CH:22][CH:21]=[CH:20][CH:19]=1>CO>[CH2:17]([O:24][C:25]1[CH:26]=[CH:27][C:28]([C:29]2[O:30][C:13]([CH2:12][NH:11][C:9](=[O:10])[O:8][CH2:1][C:2]3[CH:7]=[CH:6][CH:5]=[CH:4][CH:3]=3)=[N:32][N:31]=2)=[CH:33][CH:34]=1)[C:18]1[CH:19]=[CH:20][CH:21]=[CH:22][CH:23]=1. Procedure: A solution of methyl 2-(((benzyloxy)carbonyl)amino)acetimidate (600 mg, 2.7 mmol) and 4-(benzyloxy)benzohydrazide (654 mg, 2.7 mmol) in methanol (45 mL) was heated at 80° C. in a sealed tube for 3 h. The solvent was removed under reduced pressure and the resulting residue was purified by chromatography (silica gel, heptane-ethyl acetate) to yield benzyl ((5-(4-(benzyloxy)phenyl)-1,3,4-oxadiazol-2-yl)methyl)carbamate. A solution of benzyl ((5-(4-(benzyloxy)phenyl)-1,3,4-oxadiazol-2-yl)methyl)carb...